Dataset: the Open Reaction Database (ORD), a public repository of structured organic reaction records. Task: describe an organic reaction: reactants, conditions, products, and yield Reactants: [OH-].[Na+] (NaOH), CO (methanol), CC(=O)C=O (methylglyoxal), NCC(=O)NO (glycine hydroxamic acid). Run in O (water). Conditions: temperature 5 celsius, time 2 hour. Product: CC1=NC=C([N+](=C1)[O-])O (5-Methylpyrazine-2-ol-1-oxide). Isolated yield 57.7%. RXN SMILES: [NH2:1][CH2:2][C:3]([NH:5][OH:6])=[O:4].CO.[CH3:9][C:10]([CH:12]=O)=O.[OH-].[Na+]>O>[CH3:12][C:10]1[CH:9]=[N+:5]([O-:6])[C:3]([OH:4])=[CH:2][N:1]=1 |f:3.4|. Procedure: 100 mmol (9 g) glycine hydroxamic acid were cooled to −25° C. in 200 ml water and methanol each, 100 mmol (15.4 ml 40% solution) methylglyoxal were added dropwise and subsequently the pH was adjusted to approximately pH 11 with 10 ml 30% NaOH. Heating up to 5° C. was carried out in 2 h and concentrated under vacuum to half of the solvent volume. A pH 3 was adjusted with 20% HCl, precipitated solid was filtered off and dried. 7.28 g (52% yield) of the title compound were obtained. Reactants: CN1CCN(CC23CC4CC(C2)C(N)(C4)C3)CC1, CS(C)=O, CCOC(C)=O, N#CC1CCCN1C(=O)CCl, Cl, [K+], [K+], O=C([O-])[O-]. Product: CN1CCN(CC23CC4CC(C2)C(NCC(=O)N2CCCC2C#N)(C4)C3)CC1. As a reaction SMILES: [CH3:2][N:3]1[CH2:4][CH2:5][N:6]([CH2:9][C:10]23[CH2:11][C:12]4([NH2:19])[CH2:13][CH:14]([CH2:15][CH:16]4[CH2:17]2)[CH2:18]3)[CH2:7][CH2:8]1.[CH3:37][S:38]([CH3:39])=[O:40].[CH3:41][CH2:42][O:43][C:44]([CH3:45])=[O:46].[Cl:20][CH2:21][C:22](=[O:23])[N:24]1[CH:25]([C:29]#[N:30])[CH2:26][CH2:27][CH2:28]1.[ClH:1].[K+:31].[K+:32].[O-:33][C:34]([O-:35])=[O:36]>>[CH3:2][N:3]1[CH2:4][CH2:5][N:6]([CH2:9][C:10]23[CH2:11][C:12]4([NH:19][CH2:21][C:22](=[O:23])[N:24]5[CH:25]([C:29]#[N:30])[CH2:26][CH2:27][CH2:28]5)[CH2:13][CH:14]([CH2:15][CH:16]4[CH2:17]2)[CH2:18]3)[CH2:7][CH2:8]1. The reactants are [K+], [K+], Cc1noc(COc2ccc([N+](=O)[O-])cc2)n1, O=C([O-])[O-]. Product: Cc1noc(COc2ccc(N)cc2)n1. RXN SMILES: [K+:18].[K+:19].[N+:1]([O-:2])(=[O:3])[c:4]1[cH:5][cH:6][c:7]([O:8][CH2:9][c:10]2[n:11][c:12]([CH3:15])[n:13][o:14]2)[cH:16][cH:17]1.[O-:20][C:21]([O-:22])=[O:23]>>[NH2:1][c:4]1[cH:5][cH:6][c:7]([O:8][CH2:9][c:10]2[n:11][c:12]([CH3:15])[n:13][o:14]2)[cH:16][cH:17]1. Starting materials: CS(=O)(=O)Cl, Cc1ccccc1, CCOC(C)=O, c1ccncc1, c1ccc2[nH]nnc2c1. The product is CS(=O)(=O)n1nnc2ccccc21. Reaction SMILES: [CH3:1][S:2]([Cl:3])(=[O:4])=[O:5].[CH3:21][c:22]1[cH:23][cH:24][cH:25][cH:26][cH:27]1.[CH3:28][CH2:29][O:30][C:31](=[O:32])[CH3:33].[cH:15]1[cH:16][cH:17][n:18][cH:19][cH:20]1.[nH:6]1[n:7][n:8][c:9]2[c:10]1[cH:11][cH:12][cH:13][cH:14]2>>[CH3:1][S:2](=[O:4])(=[O:5])[n:6]1[n:7][n:8][c:9]2[c:10]1[cH:11][cH:12][cH:13][cH:14]2. The reactants are FC=1C=CC(=C(C1)B(O)O)O ((5-fluoro-2-hydroxyphenyl)boronic acid), OC(C)(C)C(C)(C)O (pinacol). Solvent: C1(=CC=CC=C1)C (toluene). Yields the product FC1=CC(=C(C=C1)O)B1OC(C(O1)(C)C)(C)C (4-Fluoro-2-(4,4,5,5-tetramethyl-1,3,2-dioxaborolan-2-yl)phenol). Isolated yield 92.0%. RXN SMILES: [F:1][C:2]1[CH:3]=[CH:4][C:5]([OH:11])=[C:6]([B:8]([OH:10])[OH:9])[CH:7]=1.O[C:13]([C:16](O)([CH3:18])[CH3:17])([CH3:15])[CH3:14]>C1(C)C=CC=CC=1>[F:1][C:2]1[CH:3]=[CH:4][C:5]([OH:11])=[C:6]([B:8]2[O:9][C:16]([CH3:18])([CH3:17])[C:13]([CH3:15])([CH3:14])[O:10]2)[CH:7]=1. Reported procedure: To a suspension of (5-fluoro-2-hydroxyphenyl)boronic acid (1.000 g, 0.00641 mol) in toluene (3.0 ml) was added pinacol (0.875 g, 0.007404 mol). This was heated to reflux using a Dean-Stark apparatus for 24 hours before concentrating in vacuo. The residue was suspended in tert-butyl-methyl ether (10.0 ml) and organic layer was washed with saturated aqueous sodium chloride solution (2×10.0 ml), dried over sodium sulphate, filtered and concentrated in vacuo to afford the title compound as a translu... The reactants are COC(=O)CC1COC2=CC=CC=C2C1 (3-methoxycarbonylmethylchroman), [H-].[Al+3].[Li+].[H-].[H-].[H-] (lithium aluminium hydride), [OH-].[Na+] (sodium hydroxide), O (water), O (water). The solvent is O1CCCC1 (tetrahydrofuran), C(C)OCC (diethyl ether). Run at time 16 hour. Yields the product OCCC1COC2=CC=CC=C2C1 (3-(2-hydroxyethyl)chroman). Yield: 99.9%. Reaction SMILES: C[O:2][C:3]([CH2:5][CH:6]1[CH2:15][C:14]2[C:9](=[CH:10][CH:11]=[CH:12][CH:13]=2)[O:8][CH2:7]1)=O.[H-].[Al+3].[Li+].[H-].[H-].[H-].O.[OH-].[Na+]>O1CCCC1.C(OCC)C>[OH:2][CH2:3][CH2:5][CH:6]1[CH2:15][C:14]2[C:9](=[CH:10][CH:11]=[CH:12][CH:13]=2)[O:8][CH2:7]1 |f:1.2.3.4.5.6,8.9|. Reported procedure: At room temperature and while stirring, a solution of 7.22 g (35 mmol) of 3-methoxycarbonylmethylchroman in 50 ml of absolute tetrahydrofuran is added dropwise within a period of 30 minutes to a suspension of 1.33 g (35 mmol) of lithium aluminium hydride in 50 ml of absolute diethyl ether. Stirring is continued at room temperature for a further 16 hours and then the whole is carefully decomposed with 1.33 ml of water, 1.33 ml of sodium hydroxide solution (15% strength) and 4.0 ml of water. The p... As a reaction SMILES: Cl[C:2]1[CH:11]=[CH:10][C:9]2[C:4](=[C:5]([C:12]3[NH:20][C:19]4[CH2:18][CH2:17][NH:16][C:15](=[O:21])[C:14]=4[CH:13]=3)[CH:6]=[CH:7][CH:8]=2)[N:3]=1.[NH2:22][C@@H:23]1[CH2:28][CH2:27][CH2:26][N:25]([C:29]([O:31][C:32]([CH3:35])([CH3:34])[CH3:33])=[O:30])[CH2:24]1>CS(C)=O>[O:21]=[C:15]1[C:14]2[CH:13]=[C:12]([C:5]3[CH:6]=[CH:7][CH:8]=[C:9]4[C:4]=3[N:3]=[C:2]([NH:22][C@@H:23]3[CH2:28][CH2:27][CH2:26][N:25]([C:29]([O:31][C:32]([CH3:35])([CH3:34])[CH3:33])=[O:30])[CH2:24]3)[CH:11]=[CH:10]4)[NH:20][C:19]=2[CH2:18][CH2:17][NH:16]1. Reactants: ClC1=NC2=C(C=CC=C2C=C1)C1=CC=2C(NCCC2N1)=O (2-(2-chloroquinolin-8-yl)-6,7-dihydro-1H-pyrrolo[3,2-c]pyridin-4(5H)-one), N[C@H]1CN(CCC1)C(=O)OC(C)(C)C ((R)-tert-butyl 3-aminopiperidine-1-carboxylate). Conditions: temperature 25 celsius, time 5 hour. Isolated yield 231.7%. Reported procedure: A solution of 2-(2-chloroquinolin-8-yl)-6,7-dihydro-1H-pyrrolo[3,2-c]pyridin-4(5H)-one (Example 1; 50 mg, 0.168 mmol) and (R)-tert-butyl 3-aminopiperidine-1-carboxylate (Small Molecules, Inc., Hoboken, N.J.; 168 mg, 0.840 mmol) in DMSO (0.5 mL) was stirred under argon at 100° C. for 19 h, then 130° C. for 5 h, then 150° C. for 17 h. The mixture was cooled to 25° C. and partitioned between DCM (30 mL) and water (20 mL). The organic layer was separated, and the aq. layer was extracted with DCM (2×... The product is O=C1NCCC2=C1C=C(N2)C=2C=CC=C1C=CC(=NC21)N[C@H]2CN(CCC2)C(=O)OC(C)(C)C ((R)-tert-butyl 3-((8-(4-oxo-4,5,6,7-tetrahydro-1H-pyrrolo[3,2-c]pyridin-2-yl)quinolin-2-yl)amino)piperidine-1-carboxylate). Solvent: CS(=O)C (DMSO).